This data is from the Open Reaction Database (ORD), a public repository of structured organic reaction records. The task is: describe an organic reaction: reactants, conditions, products, and yield Reactants: CCO, CSc1nccc(-c2[nH]c3cccnc3c2-c2ccc(F)cc2)n1, N. The product is Fc1ccc(-c2c(-c3ccncn3)[nH]c3cccnc23)cc1. As a reaction SMILES: [CH3:25][CH2:26][OH:27].[F:1][c:2]1[cH:3][cH:4][c:5](-[c:8]2[c:9](-[c:17]3[n:18][c:19]([S:23][CH3:24])[n:20][cH:21][cH:22]3)[nH:10][c:11]3[c:12]2[n:13][cH:14][cH:15][cH:16]3)[cH:6][cH:7]1.[NH3:28]>>[F:1][c:2]1[cH:3][cH:4][c:5](-[c:8]2[c:9](-[c:17]3[n:18][cH:19][n:20][cH:21][cH:22]3)[nH:10][c:11]3[c:12]2[n:13][cH:14][cH:15][cH:16]3)[cH:6][cH:7]1.